Dataset: the Open Reaction Database (ORD), a public repository of structured organic reaction records. Task: describe an organic reaction: reactants, conditions, products, and yield Starting materials: CC(C)([O-])C.[K+] (potassium tert-butoxide), C(F)(F)(C(F)(F)C(F)(F)C(F)(F)C(F)(F)C(F)(F)F)I (C6F13I). Run at time 2 hour. Yields the product C(F)(F)C(F)(F)C(F)(F)C(F)(F)C(F)(F)C(F)(F)F (C6F13H). The yield is 94.4%. RXN SMILES: CC(C)([O-])C.[K+].[C:7](I)([C:10]([C:13]([C:16]([C:19]([C:22]([F:25])([F:24])[F:23])([F:21])[F:20])([F:18])[F:17])([F:15])[F:14])([F:12])[F:11])([F:9])[F:8]>>[CH:7]([C:10]([C:13]([C:16]([C:19]([C:22]([F:23])([F:24])[F:25])([F:20])[F:21])([F:17])[F:18])([F:15])[F:14])([F:12])[F:11])([F:9])[F:8] |f:0.1|. Procedure details: Into a 1 l four-necked flask equipped with a stirrer, a distillation apparatus-equipped reflux condenser, a dropping funnel and a thermometer, 400 cc of isopropyl alcohol (the water content in the isopropyl alcohol being not higher than 50 ppm, the same is true in the following Examples), and 84.2 g (0.75 mol) of potassium tert-butoxide were charged. The reactor was heated to bring the internal temperature to 60° C. Then, 223 g (0.5 mol) of C6F13I was dropwise added thereto over a period of two ...